Dataset: the Open Reaction Database (ORD), a public repository of structured organic reaction records. Task: describe an organic reaction: reactants, conditions, products, and yield The reactants are CC1(C(C2=C(C(=C(C(=C2C1)CC=C)O)Cl)Cl)=O)C1=CC=CC=C1 (2-methyl-2-phenyl-4-allyl-5-hydroxy-6,7-dichloro-1-indanone), ClC1=CC(=CC=C1)C(=O)OO (m-chloroperbenzoic acid), 4,4'-thiobis-6-tert-butyl-m-cresol. The solvent is C(Cl)Cl (methylene chloride). Conditions: temperature 25 celsius. Product: ClC1=C(C=2C(C(CC2C2=C1OC(C2)CO)(C2=CC=CC=C2)C)=O)Cl (4,5-dichloro-2-hydroxymethyl-6-oxo-7-methyl-7-phenyl-1,2,7,8-tetrahydro-6H-indeno[5,4-b]-furan). As a reaction SMILES: [CH3:1][C:2]1([C:18]2[CH:23]=[CH:22][CH:21]=[CH:20][CH:19]=2)[CH2:10][C:9]2[C:4](=[C:5]([Cl:16])[C:6]([Cl:15])=[C:7]([OH:14])[C:8]=2[CH2:11][CH:12]=[CH2:13])[C:3]1=[O:17].ClC1C=CC=C(C(OO)=[O:32])C=1>C(Cl)Cl>[Cl:15][C:6]1[C:7]2[O:14][CH:12]([CH2:13][OH:32])[CH2:11][C:8]=2[C:9]2[CH2:10][C:2]([CH3:1])([C:18]3[CH:23]=[CH:22][CH:21]=[CH:20][CH:19]=3)[C:3](=[O:17])[C:4]=2[C:5]=1[Cl:16]. Reported procedure: To a solution of 2-methyl-2-phenyl-4-allyl-5-hydroxy-6,7-dichloro-1-indanone (1.73 g., 0.005 mole) in methylene chloride (30 ml.) is added m-chloroperbenzoic acid (1.03 g., 0.006 mole) and 4,4'-thiobis-6-tert-butyl-m-cresol (10 mg.). The reaction is heated at reflux for 5 hours then cooled to 25°C. The m-chlorobenzoic acid which separates is filtered and the solution is washed with water, aqueous sodium bicarbonate and brine. The solvent is distilled at reduced pressure and the residual oil is h... Reactants: ClCC1CC1, CC(C)O, [I-], [K+], [Na+], [OH-], O, Oc1ccc(O)cc1. Yields the product Oc1ccc(OCC2CC2)cc1. As a reaction SMILES: [CH:11]1([CH2:14][Cl:15])[CH2:12][CH2:13]1.[CH:19]([OH:20])([CH3:21])[CH3:22].[I-:17].[K+:16].[Na+:10].[OH-:9].[OH2:18].[OH:1][c:2]1[cH:3][cH:4][c:5]([OH:6])[cH:7][cH:8]1>>[O:1]([c:2]1[cH:3][cH:4][c:5]([OH:6])[cH:7][cH:8]1)[CH2:14][CH:11]1[CH2:12][CH2:13]1.